This data is from the Open Reaction Database (ORD), a public repository of structured organic reaction records. The task is: describe an organic reaction: reactants, conditions, products, and yield As a reaction SMILES: [CH3:15][O:16][c:17]1[cH:18][c:19]2[c:20]([O:29][c:30]3[cH:31][c:32]([CH3:37])[c:33]([NH2:34])[cH:35][cH:36]3)[cH:21][cH:22][n:23][c:24]2[cH:25][c:26]1[O:27][CH3:28].[CH3:38][c:39]1[cH:40][cH:41][cH:42][cH:43][cH:44]1.[CH3:45][CH2:46][OH:47].[N+:1](=[O:2])([O-:3])[c:4]1[cH:5][cH:6][c:7]([C:10](=[O:11])[N:12]=[C:13]=[S:14])[cH:8][cH:9]1>>[N+:1](=[O:2])([O-:3])[c:4]1[cH:5][cH:6][c:7]([C:10](=[O:11])[NH:12][C:13](=[S:14])[NH:34][c:33]2[c:32]([CH3:37])[cH:31][c:30]([O:29][c:20]3[c:19]4[cH:18][c:17]([O:16][CH3:15])[c:26]([O:27][CH3:28])[cH:25][c:24]4[n:23][cH:22][cH:21]3)[cH:36][cH:35]2)[cH:8][cH:9]1. The product is COc1cc2nccc(Oc3ccc(NC(=S)NC(=O)c4ccc([N+](=O)[O-])cc4)c(C)c3)c2cc1OC. Starting materials: COc1cc2nccc(Oc3ccc(N)c(C)c3)c2cc1OC, Cc1ccccc1, CCO, O=C(N=C=S)c1ccc([N+](=O)[O-])cc1. Starting materials: [K].CC(C)C1CC(C(C(C1)=O)C1=NC(=C(N=C1C)C)C)=O (5-(1-METHYLETHYL)-2-(3,5,6-TRIMETHYL-2-PYRAZINYL)-1,3-CYCLOHEXANEDIONE POTASSIUM SALT), C(CCCCC)(=O)Cl (hexanoyl chloride), acid chloride. The solvent is C(C)(=O)OCC.CCCCCC (ethyl acetate hexane). Yields the product C(CCCCC)(=O)OC1=C(C(CC(C1)C(C)C)=O)C1=NC(=C(N=C1C)C)C (3-HEXANOYLOXY-5-(1-METHYLETHYL)-2-(3,5,6-TRIMETHYL-2-PYRAZINYL)-2-CYCLOHEXENE-1-ONE). RXN SMILES: [K].[CH3:2][CH:3]([CH:5]1[CH2:10][C:9](=[O:11])[CH:8]([C:12]2[C:17]([CH3:18])=[N:16][C:15]([CH3:19])=[C:14]([CH3:20])[N:13]=2)[C:7](=[O:21])[CH2:6]1)[CH3:4].[C:22](Cl)(=[O:28])[CH2:23][CH2:24][CH2:25][CH2:26][CH3:27]>C(OCC)(=O)C.CCCCCC>[C:22]([O:21][C:7]1[CH2:6][CH:5]([CH:3]([CH3:2])[CH3:4])[CH2:10][C:9](=[O:11])[C:8]=1[C:12]1[C:17]([CH3:18])=[N:16][C:15]([CH3:19])=[C:14]([CH3:20])[N:13]=1)(=[O:28])[CH2:23][CH2:24][CH2:25][CH2:26][CH3:27] |f:0.1,3.4,^1:0|. Procedure details: The subject compound was prepared by reaction of 5-(1-methylethyl)-2-(3,5,6-trimethyl-2-pyrazinyl)-1,3-cyclohexanedione potassium salt (Example 8) with hexanoyl chloride employing the general procedure described in Example 3, but allowing the reaction mixture to stir at room temperature over the weekend. Following the reaction, the ether solution of crude product was extracted quickly with ice-cold 0.25N NaOH, dried (MgSO4), filtered and evaporated to give a residue product showing some acid chl...